This data is from the Open Reaction Database (ORD), a public repository of structured organic reaction records. The task is: describe an organic reaction: reactants, conditions, products, and yield Starting materials: CN(C(=O)[C@H]1CC[C@@H]([C@@H](C1)NC(=O)C=1SC=2CN(CCC2N1)C)NC(C(=O)NC1=NC=C(C=C1)F)=S)C (N-[(1R,2S,5S)-5-[(dimethylamino)carbonyl]-2-({2-[(5-fluoropyridin-2-yl)amino]-2-oxoethanethioyl}amino)cyclohexyl]-5-methyl-4,5,6,7-tetrahydrothiazolo[5,4-c]pyridine-2-carboxamide), C(CC(O)(C(=O)O)CC(=O)O)(=O)O (citric acid). The solvent is C(C)O (ethanol), C(C)O (ethanol). Run at temperature 60 celsius, time 1 day. Product: O.C(CC(O)(C(=O)O)CC(=O)O)(=O)O.CN(C(=O)[C@H]1CC[C@@H]([C@@H](C1)NC(=O)C=1SC=2CN(CCC2N1)C)NC(C(=O)NC1=NC=C(C=C1)F)=S)C (N-[(1R,2S,5S)-5-[(dimethylamino)carbonyl]-2-({2-[(5-fluoropyridin-2-yl)amino]-2-oxoethanethioyl}amino)cyclohexyl]-5-methyl-4,5,6,7-tetrahydrothiazolo[5,4-c]pyridine-2-carboxamide citric acid monohydrate). As a reaction SMILES: [CH3:1][N:2]([CH3:37])[C:3]([C@@H:5]1[CH2:10][C@@H:9]([NH:11][C:12]([C:14]2[S:15][C:16]3[CH2:17][N:18]([CH3:23])[CH2:19][CH2:20][C:21]=3[N:22]=2)=[O:13])[C@@H:8]([NH:24][C:25](=[S:36])[C:26]([NH:28][C:29]2[CH:34]=[CH:33][C:32]([F:35])=[CH:31][N:30]=2)=[O:27])[CH2:7][CH2:6]1)=[O:4].[C:38]([OH:50])(=[O:49])[CH2:39][C:40]([CH2:45][C:46]([OH:48])=[O:47])([C:42]([OH:44])=[O:43])[OH:41]>C(O)C>[OH2:4].[C:38]([OH:50])(=[O:49])[CH2:39][C:40]([CH2:45][C:46]([OH:48])=[O:47])([C:42]([OH:44])=[O:43])[OH:41].[CH3:1][N:2]([CH3:37])[C:3]([C@@H:5]1[CH2:10][C@@H:9]([NH:11][C:12]([C:14]2[S:15][C:16]3[CH2:17][N:18]([CH3:23])[CH2:19][CH2:20][C:21]=3[N:22]=2)=[O:13])[C@@H:8]([NH:24][C:25](=[S:36])[C:26]([NH:28][C:29]2[CH:34]=[CH:33][C:32]([F:35])=[CH:31][N:30]=2)=[O:27])[CH2:7][CH2:6]1)=[O:4] |f:3.4.5|. Reported procedure: The compound obtained in Example 389 (6.26 g) was suspended in 20% hydrous ethanol (100 mL), and 1M aqueous citric acid (11.4 mL) was added to the suspension. Under stirring at 60° C., 20% hydrous ethanol was gradually added thereto to dissolve the suspension. After filtration with heating, the solution was allowed to cool to room temperature under stirring and then was left to stand for 1 day. The precipitated crystals were collected through filtration and then dried for 2 hours at room tempera... The reactants are O=C([O-])O, CN(C)C1CCNC1, CS(C)=O, COCc1nc2c(C#N)c(C)c(-c3ccccc3)c(F)c2o1, [Na+], O. The product is COCc1nc2c(C#N)c(C)c(-c3ccccc3)c(N3CCC(N(C)C)C3)c2o1. Reaction SMILES: [C:32](=[O:33])([OH:34])[O-:35].[CH3:1][N:2]([CH:3]1[CH2:4][NH:5][CH2:6][CH2:7]1)[CH3:8].[CH3:37][S:38](=[O:39])[CH3:40].[F:9][c:10]1[c:11](-[c:25]2[cH:26][cH:27][cH:28][cH:29][cH:30]2)[c:12]([CH3:24])[c:13]([C:22]#[N:23])[c:14]2[n:15][c:16]([CH2:19][O:20][CH3:21])[o:17][c:18]12.[Na+:36].[OH2:31]>>[CH3:1][N:2]([CH:3]1[CH2:4][N:5]([c:10]2[c:11](-[c:25]3[cH:26][cH:27][cH:28][cH:29][cH:30]3)[c:12]([CH3:24])[c:13]([C:22]#[N:23])[c:14]3[n:15][c:16]([CH2:19][O:20][CH3:21])[o:17][c:18]23)[CH2:6][CH2:7]1)[CH3:8]. Starting materials: COC(=O)Cc1cn(Cc2ccc(Cl)c(Cl)c2)c2ncccc12, CO, [Na+], [OH-]. As a reaction SMILES: [CH3:1][O:2][C:3]([CH2:4][c:5]1[cH:6][n:7]([CH2:14][c:15]2[cH:16][c:17]([Cl:22])[c:18]([Cl:21])[cH:19][cH:20]2)[c:8]2[n:9][cH:10][cH:11][cH:12][c:13]12)=[O:23].[CH3:26][OH:27].[Na+:25].[OH-:24]>>[O:2]=[C:3]([CH2:4][c:5]1[cH:6][n:7]([CH2:14][c:15]2[cH:16][c:17]([Cl:22])[c:18]([Cl:21])[cH:19][cH:20]2)[c:8]2[n:9][cH:10][cH:11][cH:12][c:13]12)[OH:23]. Yields the product O=C(O)Cc1cn(Cc2ccc(Cl)c(Cl)c2)c2ncccc12. Starting materials: CN1CC2CCN(Cc3ccccc3)C2C1, CCO. The product is CN1CC2CCNC2C1. RXN SMILES: [CH2:1]([c:2]1[cH:3][cH:4][cH:5][cH:6][cH:7]1)[N:8]1[CH:9]2[CH2:10][N:11]([CH3:16])[CH2:12][CH:13]2[CH2:14][CH2:15]1.[CH3:17][CH2:18][OH:19]>>[NH:8]1[CH:9]2[CH2:10][N:11]([CH3:16])[CH2:12][CH:13]2[CH2:14][CH2:15]1. The reactants are CC1CN(c2ccc3nnc(C(F)(F)F)n3n2)C(C)CN1, O=Cc1cccnc1. Yields the product CC1CN(c2ccc3nnc(C(F)(F)F)n3n2)C(C)CN1Cc1cccnc1. RXN SMILES: [CH3:9][CH:10]1[N:11]([c:17]2[cH:18][cH:19][c:20]3[n:21]([n:22]2)[c:23]([C:26]([F:27])([F:28])[F:29])[n:24][n:25]3)[CH2:12][CH:13]([CH3:16])[NH:14][CH2:15]1.[n:1]1[cH:2][c:3]([CH:7]=[O:8])[cH:4][cH:5][cH:6]1>>[n:1]1[cH:2][c:3]([CH2:7][N:14]2[CH:13]([CH3:16])[CH2:12][N:11]([c:17]3[cH:18][cH:19][c:20]4[n:21]([n:22]3)[c:23]([C:26]([F:27])([F:28])[F:29])[n:24][n:25]4)[CH:10]([CH3:9])[CH2:15]2)[cH:4][cH:5][cH:6]1. As a reaction SMILES: [Cl:1][C:2]1[CH:7]=[CH:6][C:5]([C:8]2[C:17]3[C:12](=[CH:13][CH:14]=[CH:15][CH:16]=3)[C:11]([NH:18][C:19]3[CH:24]=[CH:23][C:22]([O:25][C:26]4[C:35]5[C:30](=[CH:31][CH:32]=[C:33]([O:36]C)[N:34]=5)[N:29]=[CH:28][CH:27]=4)=[CH:21][CH:20]=3)=[N:10][N:9]=2)=[CH:4][CH:3]=1.Br.C(O)(=O)C.[OH-].[Na+]>>[Cl:1][C:2]1[CH:3]=[CH:4][C:5]([C:8]2[C:17]3[C:12](=[CH:13][CH:14]=[CH:15][CH:16]=3)[C:11]([NH:18][C:19]3[CH:20]=[CH:21][C:22]([O:25][C:26]4[CH:27]=[CH:28][N:29]=[C:30]5[C:35]=4[NH:34][C:33](=[O:36])[CH:32]=[CH:31]5)=[CH:23][CH:24]=3)=[N:10][N:9]=2)=[CH:6][CH:7]=1 |f:3.4|. Starting materials: ClC1=CC=C(C=C1)C1=NN=C(C2=CC=CC=C12)NC1=CC=C(C=C1)OC1=CC=NC2=CC=C(N=C12)OC (4-(4-chlorophenyl)-N-(4-(6-methoxy-1,5-naphthyridin-4-yloxy)phenyl)phthalazin-1-amine), Br (HBr), C(C)(=O)O (acetic acid), [OH-].[Na+] (NaOH). Conditions: temperature 85 celsius, time 1 hour. Procedure details: In a 48 mL sealed pressure vessel, was added 4-(4-chlorophenyl)-N-(4-(6-methoxy-1,5-naphthyridin-4-yloxy)phenyl)phthalazin-1-amine (0.280 g, 0.553 mmol), HBr (6.01 mL, 11.1 mmol), and acetic acid (6.34 mL, 11.1 mmol). The mixture was stirred at 85° C. for 1 hour. The reaction was monitored and found complete by LC/MS. The reaction mixture was cooled to RT, carefully basified with 6 N NaOH. Light yellow solids crashed out, which were filtered, rinsed with water and dried in vacuum oven to yield 8... The product is ClC1=CC=C(C=C1)C1=NN=C(C2=CC=CC=C12)NC1=CC=C(OC=2C=CN=C3C=CC(NC23)=O)C=C1 (8-(4-(4-(4-chlorophenyl)phthalazin-1-ylamino)phenoxy)-1,5-naphthyridin-2(1H)-one). The reactants are C1(CC1)C1=CC(=NC=2N1N=CC2C(=O)O)C2=CC=C(C=C2)C(F)(F)F (7-cyclopropyl-5-(4-trifluoromethyl-phenyl)-pyrazolo[1,5-a]pyrimidine-3-carboxylic acid), ONC(=N)C=1SC(=CC1)S(N)(=O)=O (N-hydroxy-5-sulfamoyl-thiophene-2-carboxamidine). The product is C1(CC1)C1=CC(=NC=2N1N=CC2C2=NC(=NO2)C2=CC=C(S2)S(=O)(=O)N)C2=CC=C(C=C2)C(F)(F)F (5-{5-[7-Cyclopropyl-5-(4-trifluoromethyl-phenyl)-pyrazolo[1,5-a]pyrimidin-3-yl]-[1,2,4]oxadiazol-3-yl}-thiophene-2-sulfonic Acid Amide). RXN SMILES: [CH:1]1([C:4]2[N:9]3[N:10]=[CH:11][C:12]([C:13]([OH:15])=O)=[C:8]3[N:7]=[C:6]([C:16]3[CH:21]=[CH:20][C:19]([C:22]([F:25])([F:24])[F:23])=[CH:18][CH:17]=3)[CH:5]=2)[CH2:3][CH2:2]1.O[NH:27][C:28]([C:30]1[S:31][C:32]([S:35](=[O:38])(=[O:37])[NH2:36])=[CH:33][CH:34]=1)=[NH:29]>>[CH:1]1([C:4]2[N:9]3[N:10]=[CH:11][C:12]([C:13]4[O:15][N:29]=[C:28]([C:30]5[S:31][C:32]([S:35]([NH2:36])(=[O:38])=[O:37])=[CH:33][CH:34]=5)[N:27]=4)=[C:8]3[N:7]=[C:6]([C:16]3[CH:17]=[CH:18][C:19]([C:22]([F:25])([F:23])[F:24])=[CH:20][CH:21]=3)[CH:5]=2)[CH2:3][CH2:2]1. Procedure: The title compound was prepared from 7-cyclopropyl-5-(4-trifluoromethyl-phenyl)-pyrazolo[1,5-a]pyrimidine-3-carboxylic acid (example C.29) (174 mg, 0.5 mmol) N-hydroxy-5-sulfamoyl-thiophene-2-carboxamidine (example B.2) (166 mg, 0.75 mmol) and according to general procedure II. Obtained after purification by flash chromatography (ethyl acetate/heptane) and crystallization (dichloromethane/ethyl acetate) as a yellow solid (180 mg, 68%). MS (ISP) 533.3 [(M+H)+]; mp 290° C. Starting materials: C1(CC1)C1=NN=C(S1)N=C=O (5-cyclopropyl-1,3,4-thiadiazol-2-yl isocyanate), dimethyl acetal, CC(C=O)N (2-methyl-aminoacetaldehyde), C(C)(=O)OCC (ethyl acetate). Product: dimethyl acetal, CN(C(=O)NC=1SC(=NN1)C1CC1)CC=O (2-[1-methyl-3-(5-cyclopropyl-1,3,4-thiadiazol-2-yl)ureido]-acetaldehyde). RXN SMILES: [CH:1]1([C:4]2[S:8][C:7]([N:9]=[C:10]=[O:11])=[N:6][N:5]=2)[CH2:3][CH2:2]1.C[CH:13]([NH2:16])[CH:14]=[O:15].[C:17](OCC)(=O)C>>[CH3:17][N:16]([CH2:13][CH:14]=[O:15])[C:10]([NH:9][C:7]1[S:8][C:4]([CH:1]2[CH2:3][CH2:2]2)=[N:5][N:6]=1)=[O:11]. Procedure details: A mixture of 5-cyclopropyl-1,3,4-thiadiazol-2-yl isocyanate dimer (7 grams), the dimethyl acetal of 2-methyl-aminoacetaldehyde (5 grams) and ethyl acetate (50 ml) were charged into a glass reaction vessel equipped with a mechanical sirrer and reflux condenser. The reaction mixture is heated at reflux for a period of about 2 hours. After this time the mixture is stripped of solvent under reduced pressure to yield the desired product the dimethyl acetal of 2-[1-methyl-3-(5-cyclopropyl-1,3,4-thiadi... Starting materials: C(O)([O-])=O.[Na+] (sodiumhydrogen carbonate), C(C1=CC=CC=C1)N1C(=C(C=2C1=C(N=NC2)OCC2=CC=CC=C2)CO)C (1-benzyl-7-benzyloxy-3-hydroxymethyl-2-methylpyrrolo [2,3-d]pyridazine), C1(CCCCC1)N=C=NC1CCCCC1 (dicyclohexylcarbodiimide), C(C)(=O)O (acetic acid). Run in O1CCCC1 (tetrahydrofuran), O (water). The product is C(C)(=O)OCC1=C(N(C2=C(N=NC=C21)OCC2=CC=CC=C2)CC2=CC=CC=C2)C (3-Acetoxymethyl-1-benzyl-7-benzyloxy-2-methylpyrrolo[2,3-d]pyridazine). RXN SMILES: [CH2:1]([N:8]1[C:12]2=[C:13]([O:17][CH2:18][C:19]3[CH:24]=[CH:23][CH:22]=[CH:21][CH:20]=3)[N:14]=[N:15][CH:16]=[C:11]2[C:10]([CH2:25][OH:26])=[C:9]1[CH3:27])[C:2]1[CH:7]=[CH:6][CH:5]=[CH:4][CH:3]=1.C1(N=C=NC2CCCCC2)CCCCC1.[C:43](O)(=[O:45])[CH3:44].C(=O)([O-])O.[Na+]>O1CCCC1.O>[C:43]([O:26][CH2:25][C:10]1[C:11]2[C:12](=[C:13]([O:17][CH2:18][C:19]3[CH:20]=[CH:21][CH:22]=[CH:23][CH:24]=3)[N:14]=[N:15][CH:16]=2)[N:8]([CH2:1][C:2]2[CH:7]=[CH:6][CH:5]=[CH:4][CH:3]=2)[C:9]=1[CH3:27])(=[O:45])[CH3:44] |f:3.4|. Procedure: A solution of 1.65 g (4.59 mmol) of 1-benzyl-7-benzyloxy-3-hydroxymethyl-2-methylpyrrolo [2,3-d]pyridazine, 3.8 g (18.6 mmol) of dicyclohexylcarbodiimide and 1.6 ml (27.4 mmol) of glacial acetic acid in 50 ml of anhydrous tetrahydrofuran is stirred at room temperature for 18 h. The solution is then treated with 50 ml of water, rendered neutral with saturated sodiumhydrogen carbonate solution and extracted with 3×50 ml of dichloromethane. The organic extracts are washed with 50 ml of water, dried...